Task: describe an organic reaction: reactants, conditions, products, and yield. Dataset: the Open Reaction Database (ORD), a public repository of structured organic reaction records Reactants: CC(C)(C)c1ccc(S(=O)(=O)Cl)cc1, Nc1ccc(Cl)cc1C(=O)c1cccnc1, O, c1ccncc1. Yields the product CC(C)(C)c1ccc(S(=O)(=O)Nc2ccc(Cl)cc2C(=O)c2cccnc2)cc1. Reaction SMILES: [C:17]([CH3:18])([CH3:19])([CH3:20])[c:21]1[cH:22][cH:23][c:24]([S:27](=[O:28])(=[O:29])[Cl:30])[cH:25][cH:26]1.[NH2:1][c:2]1[c:3]([C:9](=[O:10])[c:11]2[cH:12][n:13][cH:14][cH:15][cH:16]2)[cH:4][c:5]([Cl:8])[cH:6][cH:7]1.[OH2:37].[cH:31]1[cH:32][cH:33][n:34][cH:35][cH:36]1>>[NH:1]([c:2]1[c:3]([C:9](=[O:10])[c:11]2[cH:12][n:13][cH:14][cH:15][cH:16]2)[cH:4][c:5]([Cl:8])[cH:6][cH:7]1)[S:27]([c:24]1[cH:23][cH:22][c:21]([C:17]([CH3:18])([CH3:19])[CH3:20])[cH:26][cH:25]1)(=[O:28])=[O:29]. Reported procedure: A solution of 1-methyl-5-[[3-[3-(1-piperidinylmethyl)phenoxy]propyl]amino]-1H-1,2,4-triazole-3-carboxaldehyde oxime (0.75 g) in acetic anhydride (4 ml) was heated at 100° for 10 hours. The mixture was poured onto aqueous sodium bicarbonate and extracted with toluene. The extract was dried (Na2SO4), filtered, and evaporated to give a solid, which was crystallized from diethyl ether and petroleum ether (b.p. 60°-80°) to give the title compound (0.3 g) as a white powder, m.p. 66°-7°. Reactants: CN1N=C(N=C1NCCCOC1=CC(=CC=C1)CN1CCCCC1)C=NO (1-methyl-5-[[3-[3-(1-piperidinylmethyl)phenoxy]propyl]amino]-1H-1,2,4-triazole-3-carboxaldehyde oxime), C([O-])(O)=O.[Na+] (sodium bicarbonate). RXN SMILES: [CH3:1][N:2]1[C:6]([NH:7][CH2:8][CH2:9][CH2:10][O:11][C:12]2[CH:17]=[CH:16][CH:15]=[C:14]([CH2:18][N:19]3[CH2:24][CH2:23][CH2:22][CH2:21][CH2:20]3)[CH:13]=2)=[N:5][C:4]([CH:25]=[N:26]O)=[N:3]1.C(=O)(O)[O-].[Na+]>C(OC(=O)C)(=O)C>[CH3:1][N:2]1[C:6]([NH:7][CH2:8][CH2:9][CH2:10][O:11][C:12]2[CH:17]=[CH:16][CH:15]=[C:14]([CH2:18][N:19]3[CH2:20][CH2:21][CH2:22][CH2:23][CH2:24]3)[CH:13]=2)=[N:5][C:4]([C:25]#[N:26])=[N:3]1 |f:1.2|. Product: CN1N=C(N=C1NCCCOC1=CC(=CC=C1)CN1CCCCC1)C#N (1-Methyl-5-[[3-[3-(1-piperidinylmethyl)phenoxy]propyl]amino]-1H-1,2,4-triazole-3-carbonitrile). Isolated yield 42.0%. Solvent: C(C)(=O)OC(C)=O (acetic anhydride). Starting materials: CC1(OCCO1)C1=CC=CC(=N1)CN1N=CC(=N1)N (2-[6-(2-methyl-[1,3]dioxolan-2-yl)-pyridin-2-ylmethyl]-2H-[1,2,3]triazol-4-ylamine), C1(=CC=CC=C1)C1=C(N=CO1)C(=O)O (5-phenyl-oxazole-4-carboxylic acid). Yields the product C(C)(=O)C1=CC=CC(=N1)CN1N=CC(=N1)NC(=O)C=1N=COC1C1=CC=CC=C1 (5-Phenyl-oxazole-4-carboxylic acid [2-(6-acetyl-pyridin-2-ylmethyl)-2H-[1,2,3]triazol-4-yl]-amide). RXN SMILES: [CH3:1][C:2]1([C:7]2[N:12]=[C:11]([CH2:13][N:14]3[N:18]=[C:17]([NH2:19])[CH:16]=[N:15]3)[CH:10]=[CH:9][CH:8]=2)[O:6]CCO1.[C:20]1([C:26]2[O:30][CH:29]=[N:28][C:27]=2[C:31](O)=[O:32])[CH:25]=[CH:24][CH:23]=[CH:22][CH:21]=1>>[C:2]([C:7]1[N:12]=[C:11]([CH2:13][N:14]2[N:18]=[C:17]([NH:19][C:31]([C:27]3[N:28]=[CH:29][O:30][C:26]=3[C:20]3[CH:21]=[CH:22][CH:23]=[CH:24][CH:25]=3)=[O:32])[CH:16]=[N:15]2)[CH:10]=[CH:9][CH:8]=1)(=[O:6])[CH3:1]. Reported procedure: Following general procedure A followed by B, starting from 2-[6-(2-methyl-[1,3]dioxolan-2-yl)-pyridin-2-ylmethyl]-2H-[1,2,3]triazol-4-ylamine and 5-phenyl-oxazole-4-carboxylic acid. Starting materials: C(=O)([O-])[O-].[K+].[K+] (K2CO3), BrC=1C=C(C2=C(OC(O2)(C2=CC=CC=C2)C2=CC=CC=C2)C1)C(=O)OC (Methyl 6-bromo-2,2-diphenyl-1,3-benzodioxole-4-carboxylate), Cl.BrC1=NC=CC=C1 (2-bromo-pyridine hydrochloride), B1(OC(C(O1)(C)C)(C)C)B2OC(C(O2)(C)C)(C)C (bis(pinacolato)diboron), CC(=O)[O-].[K+] (KOAc). Reagents/catalysts: C=1C=CC(=CC1)[P](C=2C=CC=CC2)(C=3C=CC=CC3)[Pd]([P](C=4C=CC=CC4)(C=5C=CC=CC5)C=6C=CC=CC6)([P](C=7C=CC=CC7)(C=8C=CC=CC8)C=9C=CC=CC9)[P](C=1C=CC=CC1)(C=1C=CC=CC1)C=1C=CC=CC1 (Pd(PPh3)4), C=1C=CC(=CC1)[P](C=2C=CC=CC2)(C=3C=CC=CC3)[Pd]([P](C=4C=CC=CC4)(C=5C=CC=CC5)C=6C=CC=CC6)([P](C=7C=CC=CC7)(C=8C=CC=CC8)C=9C=CC=CC9)[P](C=1C=CC=CC1)(C=1C=CC=CC1)C=1C=CC=CC1 (Pd(PPh3)4). Yields the product C1(=CC=CC=C1)C1(OC2=C(O1)C=C(C=C2C(=O)OC)C2=CC=NC=C2)C2=CC=CC=C2 (Methyl 2,2-diphenyl-6-pyridin-4-yl-1,3-benzodioxole-4-carboxylate). Reaction SMILES: Br[C:2]1[CH:3]=[C:4]([C:23]([O:25][CH3:26])=[O:24])[C:5]2[O:9][C:8]([C:16]3[CH:21]=[CH:20][CH:19]=[CH:18][CH:17]=3)([C:10]3[CH:15]=[CH:14][CH:13]=[CH:12][CH:11]=3)[O:7][C:6]=2[CH:22]=1.B1(B2OC(C)(C)C(C)(C)O2)OC(C)(C)C(C)(C)O1.CC([O-])=O.[K+].Cl.Br[C:52]1[CH:57]=[CH:56][CH:55]=[CH:54][N:53]=1.C([O-])([O-])=O.[K+].[K+]>C1C=CC([P]([Pd]([P](C2C=CC=CC=2)(C2C=CC=CC=2)C2C=CC=CC=2)([P](C2C=CC=CC=2)(C2C=CC=CC=2)C2C=CC=CC=2)[P](C2C=CC=CC=2)(C2C=CC=CC=2)C2C=CC=CC=2)(C2C=CC=CC=2)C2C=CC=CC=2)=CC=1>[C:16]1([C:8]2([C:10]3[CH:11]=[CH:12][CH:13]=[CH:14][CH:15]=3)[O:7][C:6]3[CH:22]=[C:2]([C:56]4[CH:55]=[CH:54][N:53]=[CH:52][CH:57]=4)[CH:3]=[C:4]([C:23]([O:25][CH3:26])=[O:24])[C:5]=3[O:9]2)[CH:17]=[CH:18][CH:19]=[CH:20][CH:21]=1 |f:2.3,4.5,6.7.8,^1:67,69,88,107|. Procedure details: Methyl 6-bromo-2,2-diphenyl-1,3-benzodioxole-4-carboxylate (400 mg, 0.973 mmol, 1 eq.), Pd(PPh3)4 (100 mg, 0.087 mmol, 0.09 eq.), bis(pinacolato)diboron (320 mg, 1.26 mmol, 1.3 eq.) and KOAc (150 mg, 1.5 mmol, 1.5 eq.), then Pd(PPh3)4 (112 mg, 0.097 mmol, 0.1 eq.), 2-bromo-pyridine hydrochloride (265 mg, 1.36 mmol, 1.4 eq.) and K2CO3 (680 mg, 4.9 mmol, 5 eq.) were used according to GP6 to yield the title product as a colorless solid. Reactants: BrCC1CC1, CCCC[N+](CCCC)(CCCC)CCCC, [H-], [I-], [Na+], [Na], CN(C)C=O, O=S(=O)(O)c1ccc(O)cc1. The product is [Na], O=S(=O)(O)c1ccc(OCC2CC2)cc1. RXN SMILES: [Br:15][CH2:16][CH:17]1[CH2:18][CH2:19]1.[CH2:26]([N+:27]([CH2:28][CH2:29][CH2:30][CH3:31])([CH2:32][CH2:33][CH2:34][CH3:35])[CH2:36][CH2:37][CH2:38][CH3:39])[CH2:40][CH2:41][CH3:42].[H-:14].[I-:25].[Na+:13].[Na:1].[O:20]=[CH:21][N:22]([CH3:23])[CH3:24].[OH:2][c:3]1[cH:4][cH:5][c:6]([S:9](=[O:10])(=[O:11])[OH:12])[cH:7][cH:8]1>>[Na:1].[O:2]([c:3]1[cH:4][cH:5][c:6]([S:9](=[O:10])(=[O:11])[OH:12])[cH:7][cH:8]1)[CH2:16][CH:17]1[CH2:18][CH2:19]1. Reactants: ClCCCl, C1CCOC1, OC(c1ccc(Cl)cc1)c1ccc(Cl)cc1, Cl, O=C(O)C1CN2CCC1CC2, On1nnc2ccccc21. The product is O=C(OC(c1ccc(Cl)cc1)c1ccc(Cl)cc1)C1CN2CCC1CC2. RXN SMILES: [CH2:13]([Cl:14])[CH2:15][Cl:16].[CH2:43]1[O:44][CH2:45][CH2:46][CH2:47]1.[Cl:27][c:28]1[cH:29][cH:30][c:31]([CH:34]([OH:35])[c:36]2[cH:37][cH:38][c:39]([Cl:42])[cH:40][cH:41]2)[cH:32][cH:33]1.[ClH:1].[N:2]12[CH2:3][CH:4]([C:10](=[O:11])[OH:12])[CH:5]([CH2:6][CH2:7]1)[CH2:8][CH2:9]2.[OH:17][n:18]1[c:19]2[c:20]([cH:21][cH:22][cH:23][cH:24]2)[n:25][n:26]1>>[N:2]12[CH2:3][CH:4]([C:10](=[O:11])[O:12][CH:34]([c:31]3[cH:30][cH:29][c:28]([Cl:27])[cH:33][cH:32]3)[c:36]3[cH:37][cH:38][c:39]([Cl:42])[cH:40][cH:41]3)[CH:5]([CH2:6][CH2:7]1)[CH2:8][CH2:9]2. Reactants: CCOC(=O)CCCC1c2ccc(C#N)c(C)c2CCN1C(=O)OC(C)(C)C, O=C([O-])O, CCO, Cl, NO, [Na+]. The product is CCOC(=O)CCCC1c2ccc(C(=N)NO)c(C)c2CCN1C(=O)OC(C)(C)C. RXN SMILES: [C:1](#[N:2])[c:3]1[c:4]([CH3:28])[c:5]2[c:10]([cH:11][cH:12]1)[CH:9]([CH2:13][CH2:14][CH2:15][C:16](=[O:17])[O:18][CH2:19][CH3:20])[N:8]([C:21](=[O:22])[O:23][C:24]([CH3:25])([CH3:26])[CH3:27])[CH2:7][CH2:6]2.[C:32](=[O:33])([OH:34])[O-:35].[CH3:37][CH2:38][OH:39].[ClH:29].[NH2:30][OH:31].[Na+:36]>>[C:1](=[NH:2])([c:3]1[c:4]([CH3:28])[c:5]2[c:10]([cH:11][cH:12]1)[CH:9]([CH2:13][CH2:14][CH2:15][C:16](=[O:17])[O:18][CH2:19][CH3:20])[N:8]([C:21](=[O:22])[O:23][C:24]([CH3:25])([CH3:26])[CH3:27])[CH2:7][CH2:6]2)[NH:30][OH:31].